This data is from the Open Reaction Database (ORD), a public repository of structured organic reaction records. The task is: describe an organic reaction: reactants, conditions, products, and yield The reactants are BrC=1C=C2C(=C(C=NC2=CC1)C(=O)C1CC1)Cl ((6-bromo-4-chloroquinolin-3-yl)(cyclopropyl)methanone), NCCN1CCN(CC1)C(=O)OC(C)(C)C (tert-butyl 4-(2-aminoethyl)piperazine-1-carboxylate). The product is BrC=1C=C2C(=C(C=NC2=CC1)C(=O)C1CC1)NCCN1CCN(CC1)C(=O)OC(C)(C)C (tert-Butyl 4-{2-[6-bromo-3-(cyclopropanecarbonyl)quinolin-4-ylamino]ethyl}piperazine-1-carboxylate). As a reaction SMILES: [Br:1][C:2]1[CH:3]=[C:4]2[C:9](=[CH:10][CH:11]=1)[N:8]=[CH:7][C:6]([C:12]([CH:14]1[CH2:16][CH2:15]1)=[O:13])=[C:5]2Cl.[NH2:18][CH2:19][CH2:20][N:21]1[CH2:26][CH2:25][N:24]([C:27]([O:29][C:30]([CH3:33])([CH3:32])[CH3:31])=[O:28])[CH2:23][CH2:22]1>>[Br:1][C:2]1[CH:3]=[C:4]2[C:9](=[CH:10][CH:11]=1)[N:8]=[CH:7][C:6]([C:12]([CH:14]1[CH2:16][CH2:15]1)=[O:13])=[C:5]2[NH:18][CH2:19][CH2:20][N:21]1[CH2:26][CH2:25][N:24]([C:27]([O:29][C:30]([CH3:33])([CH3:32])[CH3:31])=[O:28])[CH2:23][CH2:22]1. Reported procedure: Following general procedure B, (6-bromo-4-chloroquinolin-3-yl)(cyclopropyl)methanone (940 mg, 3.03 mmol) was reacted with tert-butyl 4-(2-aminoethyl)piperazine-1-carboxylate (830 mg, 86%) to afford the desired product as an orange solid: 1H NMR (300 MHz, CDCl3) δ 10.69 (s, 1H), 9.21 (s, 1H), 8.39 (d, J=2.0 Hz, 1H), 7.81 (d, J=8.9 Hz, 1H), 7.73 (dd, J=8.9, 2.0 Hz, 1H), 3.87 (dd, J=11.1, 5.5 Hz, 2H), 3.49 (t, J=4.9 Hz, 4H), 2.76-2.59 (m, 3H), 2.50 (t, J=4.9 Hz, 4H), 1.47 (s, J=11.3 Hz, 9H), 1.32-1... The reactants are CC(CC[Si](Cl)(Cl)Cl)CCCC(C)C (3,7-dimethyloctyl trichlorosilane), C(CCCCC)[Mg]Br (n-hexyl magnesium bromide). The solvent is O1CCCC1 (Tetrahydrofuran). Run at time 1 hour. Product: CC(CC[Si](Cl)(Cl)CCCCCC)CCCC(C)C (3,7-dimethyloctyl-n-hexyl-dichlorosilane). Yield: 73.0%. RXN SMILES: [CH3:1][CH:2]([CH2:9][CH2:10][CH2:11][CH:12]([CH3:14])[CH3:13])[CH2:3][CH2:4][Si:5]([Cl:8])([Cl:7])Cl.[CH2:15]([Mg]Br)[CH2:16][CH2:17][CH2:18][CH2:19][CH3:20]>O1CCCC1>[CH3:1][CH:2]([CH2:9][CH2:10][CH2:11][CH:12]([CH3:13])[CH3:14])[CH2:3][CH2:4][Si:5]([CH2:15][CH2:16][CH2:17][CH2:18][CH2:19][CH3:20])([Cl:7])[Cl:8]. Reported procedure: Tetrahydrofuran (50 ml) and 3,7-dimethyloctyl trichlorosilane (11.0 g, 40.0 mmol) were placed in a 200 mL four-necked flask in a nitrogen atmosphere, and cooled to −20° C. n-hexyl magnesium bromide (Sigma-Aldrich Co. LLC., 2.0 M, 21 ml) was added dropwise, and the mixture was agitated for 1 hour at 10° C. or less. The temperature was raised gradually to room temperature over the course of about 1 hour, and the mixture was left standing overnight. The precipitated salt was filtered out, the tetra... Reactants: CC(C)(C)[Mg+], CCCC[Mg+], CCOCC, [Cl-], [Cl-], ClP(Cl)Cl. Yields the product CCCCP(Cl)C(C)(C)C. As a reaction SMILES: [C:6]([CH3:7])([CH3:8])([CH3:9])[Mg+:10].[CH2:12]([CH2:13][CH2:14][CH3:15])[Mg+:16].[CH3:17][CH2:18][O:19][CH2:20][CH3:21].[Cl-:11].[Cl-:5].[Cl:1][P:2]([Cl:3])[Cl:4]>>[P:2]([Cl:4])([C:6]([CH3:7])([CH3:8])[CH3:9])[CH2:12][CH2:13][CH2:14][CH3:15]. Run in C(C)(C)O (isopropyl alcohol). Reaction conditions: temperature 60 celsius, time 3 hour. Reported procedure: 1H-NMR (CDCl3,ppm) δ: 1.36-1.82(20 H,m), 2.36-2.88(4 H,m), 2.60-2.67(2 H,m), 2.97(2 H,t,J=7.3 Hz), 3.14(2 H,d,J=6.6 Hz), 5.01(1 H,br), 7.42-7.59(3 H,m), 7.93-7.97(2 H,m) (2) 4-Hydroxy-1-(6-oxo-6-phenylhexyl)-4-tert-butoxycarbonylaminomethylpiperidine (3.6 g) was dissolved in isopropyl alcohol (30 ml) and 15% hydrochloric acid-isopropyl alcohol (10 ml) was added under ice-cooling, which was followed by stirring at 60° C. for 3 hr. The solvent was evaporated under reduced pressure to give 2.92 g o... RXN SMILES: [OH:1][C:2]1([CH2:21][NH:22]C(OC(C)(C)C)=O)[CH2:7][CH2:6][N:5]([CH2:8][CH2:9][CH2:10][CH2:11][CH2:12][C:13](=[O:20])[C:14]2[CH:19]=[CH:18][CH:17]=[CH:16][CH:15]=2)[CH2:4][CH2:3]1.[ClH:30].C(O)(C)C>C(O)(C)C>[ClH:30].[ClH:30].[NH2:22][CH2:21][C:2]1([OH:1])[CH2:7][CH2:6][N:5]([CH2:8][CH2:9][CH2:10][CH2:11][CH2:12][C:13](=[O:20])[C:14]2[CH:15]=[CH:16][CH:17]=[CH:18][CH:19]=2)[CH2:4][CH2:3]1 |f:1.2,4.5.6|. Reactants: OC1(CCN(CC1)CCCCCC(C1=CC=CC=C1)=O)CNC(=O)OC(C)(C)C (4-Hydroxy-1-(6-oxo-6-phenylhexyl)-4-tert-butoxycarbonylaminomethylpiperidine), Cl.C(C)(C)O (hydrochloric acid isopropyl alcohol). The product is Cl.Cl.NCC1(CCN(CC1)CCCCCC(C1=CC=CC=C1)=O)O (4-aminomethyl-4-hydroxy-1-(6-oxo-6-phenylhexyl)piperidine dihydrochloride). Reactants: CCOC(=O)c1ccc2c(c1)OC(c1cc(F)cc(F)c1)(c1cc(F)cc(F)c1)O2, CCO, [Na+], [OH-]. Yields the product O=C(O)c1ccc2c(c1)OC(c1cc(F)cc(F)c1)(c1cc(F)cc(F)c1)O2. Reaction SMILES: [CH2:1]([CH3:2])[O:3][C:4](=[O:5])[c:6]1[cH:7][c:8]2[c:9]([cH:29][cH:30]1)[O:10][C:11]([c:13]1[cH:14][c:15]([F:20])[cH:16][c:17]([F:19])[cH:18]1)([c:21]1[cH:22][c:23]([F:28])[cH:24][c:25]([F:27])[cH:26]1)[O:12]2.[CH2:33]([OH:34])[CH3:35].[Na+:32].[OH-:31]>>[O:3]=[C:4]([OH:5])[c:6]1[cH:7][c:8]2[c:9]([cH:29][cH:30]1)[O:10][C:11]([c:13]1[cH:14][c:15]([F:20])[cH:16][c:17]([F:19])[cH:18]1)([c:21]1[cH:22][c:23]([F:28])[cH:24][c:25]([F:27])[cH:26]1)[O:12]2. Reactants: COC(=O)CCCc1ccc(NC(=O)C(Cc2ccc(OCc3ccccc3)cn2)NC(=O)OC(C)(C)C)cc1, C1CCOC1, [Li+], [OH-], O. The product is CC(C)(C)OC(=O)NC(Cc1ccc(OCc2ccccc2)cn1)C(=O)Nc1ccc(CCCC(=O)O)cc1. RXN SMILES: [CH2:1]([c:2]1[cH:3][cH:4][cH:5][cH:6][cH:7]1)[O:8][c:9]1[cH:10][cH:11][c:12]([CH2:15][CH:16]([C:17](=[O:18])[NH:19][c:20]2[cH:21][cH:22][c:23]([CH2:26][CH2:27][CH2:28][C:29](=[O:30])[O:31][CH3:32])[cH:24][cH:25]2)[NH:33][C:34](=[O:35])[O:36][C:37]([CH3:38])([CH3:39])[CH3:40])[n:13][cH:14]1.[CH2:43]1[O:44][CH2:45][CH2:46][CH2:47]1.[Li+:41].[OH-:42].[OH2:48]>>[CH2:1]([c:2]1[cH:3][cH:4][cH:5][cH:6][cH:7]1)[O:8][c:9]1[cH:10][cH:11][c:12]([CH2:15][CH:16]([C:17](=[O:18])[NH:19][c:20]2[cH:21][cH:22][c:23]([CH2:26][CH2:27][CH2:28][C:29](=[O:30])[OH:31])[cH:24][cH:25]2)[NH:33][C:34](=[O:35])[O:36][C:37]([CH3:38])([CH3:39])[CH3:40])[n:13][cH:14]1.